This data is from the Open Reaction Database (ORD), a public repository of structured organic reaction records. The task is: describe an organic reaction: reactants, conditions, products, and yield The reactants are Cc1ccc2[nH]c3c(c2c1)C(C)(C)N(C)CC3, CN1CCCC1=O, C=Cc1ccc(C(F)(F)F)nc1, [K+], [OH-]. The product is Cc1ccc2c(c1)c1c(n2CCc2ccc(C(F)(F)F)nc2)CCN(C)C1(C)C. Reaction SMILES: [CH3:1][C:2]1([CH3:17])[N:3]([CH3:16])[CH2:4][CH2:5][c:6]2[nH:7][c:8]3[cH:9][cH:10][c:11]([CH3:15])[cH:12][c:13]3[c:14]21.[CH3:32][N:33]1[CH2:34][CH2:35][CH2:36][C:37]1=[O:38].[F:18][C:19]([c:20]1[n:21][cH:22][c:23]([CH:26]=[CH2:27])[cH:24][cH:25]1)([F:28])[F:29].[K+:31].[OH-:30]>>[CH3:1][C:2]1([CH3:17])[N:3]([CH3:16])[CH2:4][CH2:5][c:6]2[n:7]([CH2:27][CH2:26][c:23]3[cH:22][n:21][c:20]([C:19]([F:18])([F:28])[F:29])[cH:25][cH:24]3)[c:8]3[cH:9][cH:10][c:11]([CH3:15])[cH:12][c:13]3[c:14]21. Reactants: BrC=1C(=CC2=C(C=3N(CCO2)C(=C(N3)C(=O)N)C(=O)NC)C1)F (10-Bromo-9-fluoro-N3-methyl-5,6-dihydroimidazo[1,2-d][1,4]benzoxazepine-2,3-dicarboxamide), CC1=CC(=NO1)[C@@](C)(C#C)O ((2R)-2-(5-methylisoxazol-3-yl)but-3-yn-2-ol). Product: FC1=CC2=C(C=3N(CCO2)C(=C(N3)C(=O)N)C(=O)NC)C=C1C#C[C@](C)(C1=NOC(=C1)C)O (9-fluoro-10-[(3R)-3-hydroxy-3-(5-methylisoxazol-3-yl)but-1-ynyl]-N3-methyl-5,6-dihydroimidazo[1,2-d][1,4]benzoxazepine-2,3-dicarboxamide). Reaction SMILES: Br[C:2]1[C:3]([F:23])=[CH:4][C:5]2[O:11][CH2:10][CH2:9][N:8]3[C:12]([C:18]([NH:20][CH3:21])=[O:19])=[C:13]([C:15]([NH2:17])=[O:16])[N:14]=[C:7]3[C:6]=2[CH:22]=1.[CH3:24][C:25]1[O:29][N:28]=[C:27]([C@:30]([OH:34])([C:32]#[CH:33])[CH3:31])[CH:26]=1>>[F:23][C:3]1[C:2]([C:33]#[C:32][C@@:30]([OH:34])([C:27]2[CH:26]=[C:25]([CH3:24])[O:29][N:28]=2)[CH3:31])=[CH:22][C:6]2[C:7]3[N:8]([C:12]([C:18]([NH:20][CH3:21])=[O:19])=[C:13]([C:15]([NH2:17])=[O:16])[N:14]=3)[CH2:9][CH2:10][O:11][C:5]=2[CH:4]=1. Reported procedure: 10-Bromo-9-fluoro-N3-methyl-5,6-dihydroimidazo[1,2-d][1,4]benzoxazepine-2,3-dicarboxamide (0.1 g) was reacted with (2R)-2-(5-methylisoxazol-3-yl)but-3-yn-2-ol similar to as described in Procedure E to afford 32.6 mg of 9-fluoro-10-[(3R)-3-hydroxy-3-(5-methylisoxazol-3-yl)but-1-ynyl]-N3-methyl-5,6-dihydroimidazo[1,2-d][1,4]benzoxazepine-2,3-dicarboxamide following reverse phase hplc purification. MS (Q1) 454 (M)+. 1H NMR (400 MHz, DMSO) δ 11.08 (q, J=4.2 Hz, 1H), 8.64 (d, J=8.4 Hz, 1H), 8.39 (s, ... Reactants: [BH4-].[Na+] (Sodium borohydride), [H][H] (hydrogen), NC1=CC2=C(N=C(S2)S(=O)(=O)N)C=C1 (6-amino-2-benzothiazolesulfonamide), C(C)(=O)O (acetic acid), CC(=O)C (acetone). The solvent is O (H2O). Reaction conditions: temperature 20 celsius. Yields the product CC(C)NC1=CC2=C(N=C(S2)S(=O)(=O)N)C=C1 (6-(1-methylethyl)amino-2-benzothiazolesulfonamide). Reaction SMILES: [BH4-].[Na+].[NH2:3][C:4]1[CH:16]=[CH:15][C:7]2[N:8]=[C:9]([S:11]([NH2:14])(=[O:13])=[O:12])[S:10][C:6]=2[CH:5]=1.C(O)(=O)C.[H][H].[CH3:23][C:24]([CH3:26])=O>O>[CH3:23][CH:24]([NH:3][C:4]1[CH:16]=[CH:15][C:7]2[N:8]=[C:9]([S:11]([NH2:14])(=[O:13])=[O:12])[S:10][C:6]=2[CH:5]=1)[CH3:26] |f:0.1|. Procedure: Sodium borohydride (378 mg, 0.01 mole) and 6-amino-2-benzothiazolesulfonamide (459 mg, 0.002 mole) are ground together, then added very slowly to a mixture of glacial acetic acid (5 ml) and acetone (5 ml) with stirring under nitrogen at 20° C. After vigorous evolution of hydrogen, the reaction mixture is stirred at 20° C. for 2 hrs, treated with H2O, filtered, made basic with 10N NaOH solution, then neutralized with aqueous HCl to give 6-(1-methylethyl)amino-2-benzothiazolesulfonamide. The reactants are O=C([O-])O, BrCc1ccccc1, CC#N, O=Cc1ccc(O)cc1O, [Na+], O. Product: O=Cc1ccc(OCc2ccccc2)cc1O. As a reaction SMILES: [C:1](=[O:2])([OH:3])[O-:4].[CH2:16]([c:17]1[cH:18][cH:19][cH:20][cH:21][cH:22]1)[Br:23].[CH3:25][C:26]#[N:27].[CH:6](=[O:7])[c:8]1[cH:9][cH:10][c:11]([OH:12])[cH:13][c:14]1[OH:15].[Na+:5].[OH2:24]>>[CH:6](=[O:7])[c:8]1[cH:9][cH:10][c:11]([O:12][CH2:16][c:17]2[cH:18][cH:19][cH:20][cH:21][cH:22]2)[cH:13][c:14]1[OH:15]. The reactants are [N+](=O)([O-])C1=C(C(=O)OC(C)(C)C)C=CC(=C1)C(CC)=O (Tert-butyl 2-nitro-4-propionylbenzoate), [BH4-].[Na+] (sodium borohydride), O.N (ammonia water), ( 9g ). The reagents and catalysts are C(C)(C)O[Ti](OC(C)C)(OC(C)C)OC(C)C (tetraisopropoxytitanium). Run in N.C(C)O (ammonia ethanol). Reaction conditions: time 6 hour. Yields the product NC(CC)C1=CC(=C(C(=O)OC(C)(C)C)C=C1)[N+](=O)[O-] (tert-butyl 4-(1-aminopropyl)-2-nitrobenzoate). As a reaction SMILES: [N+:1]([C:4]1[CH:16]=[C:15]([C:17](=O)[CH2:18][CH3:19])[CH:14]=[CH:13][C:5]=1[C:6]([O:8][C:9]([CH3:12])([CH3:11])[CH3:10])=[O:7])([O-:3])=[O:2].[BH4-].[Na+].O.[NH3:24]>N.C(O)C.C(O[Ti](OC(C)C)(OC(C)C)OC(C)C)(C)C>[NH2:24][CH:17]([C:15]1[CH:14]=[CH:13][C:5]([C:6]([O:8][C:9]([CH3:12])([CH3:11])[CH3:10])=[O:7])=[C:4]([N+:1]([O-:3])=[O:2])[CH:16]=1)[CH2:18][CH3:19] |f:1.2,3.4,5.6|. Reported procedure: Tert-butyl 2-nitro-4-propionylbenzoate (9.2 g) was suspended in 2N ammonia/ethanol solution (81 ml), then tetraisopropoxytitanium (18.7 ml) was added at room temperature and the mixture was stirred at that temperature for 6 hours. Next, sodium borohydride (1.8 g) was added to the mixture, and the resulting mixture was stirred at that temperature for 16 hours. Then 2.1N ammonia water (81 ml) and Celite (9g) were added to the reaction solution and the inspluble materials were filtered off and wash... Starting materials: [Cl-].C[SiH](C)C (trimethylsilane chloride), ClC1=NC=NC(=C1)Cl (4,6-dichloropyrimidine), dichlorobistriphenylphosphine palladium, O (water), BrC1=C(CBr)C=CC=C1 (2-bromobenzyl bromide), solution L, solution L. Reagents/catalysts: [Zn] (zinc), BrC(C)Br (dibromoethane). Solvent: O1CCCC1 (tetrahydrofuran), O1CCCC1 (tetrahydrofuran), O1CCCC1 (tetrahydrofuran). Reaction conditions: time 20 minute. The product is ClC1=NC=NC(=C1)CC1=C(C=CC=C1)Br (4-chloro-6-(2-bromobenzyl)pyrimidine). Yield: 30.4%. As a reaction SMILES: [Cl-].C[SiH](C)C.[Br:6][C:7]1[CH:14]=[CH:13][CH:12]=[CH:11][C:8]=1[CH2:9]Br.[Cl:15][C:16]1[CH:21]=[C:20](Cl)[N:19]=[CH:18][N:17]=1.O>O1CCCC1.BrC(Br)C.[Zn]>[Cl:15][C:16]1[CH:21]=[C:20]([CH2:9][C:8]2[CH:11]=[CH:12][CH:13]=[CH:14][C:7]=2[Br:6])[N:19]=[CH:18][N:17]=1 |f:0.1|. Procedure details: In 10 ml of tetrahydrofuran was suspended 1.3 g of zinc (powder), to which dibromoethane (2 drops) was added. The mixture was heated under reflux for 5 minutes, to which trimethylsilane chloride was added. The mixture was further heated under reflux for 5 minutes, to which a solution of 2.0 g of 2-bromobenzyl bromide dissolved in 20 ml of tetrahydrofuran was slowly added with heating under reflux, followed by stirring for 20 minutes. (The solution thus obtained is referred to as solution L). In ... Starting materials: Cl (hydrochloric acid), NC=1OC(C(N1)=O)C(C)C1=CNC2=CC=CC=C12 (2-amino-5-[1-(indol-3-yl)ethyl]-2-oxazolin-4-one), N1=CC=CC=C1 (pyridine), C(C)(=O)OC(C)=O (Acetic anhydride). Run in O (water). Reaction conditions: temperature 80 celsius, time 2 hour. The product is C(C)(=O)NC=1OC(C(N1)=O)C(C)C1=CNC2=CC=CC=C12 (2-acetylamino-5-[1-(indol-3-yl)ethyl]-2-oxazolin-4-one). As a reaction SMILES: [NH2:1][C:2]1[O:3][CH:4]([CH:8]([C:10]2[C:18]3[C:13](=[CH:14][CH:15]=[CH:16][CH:17]=3)[NH:12][CH:11]=2)[CH3:9])[C:5](=[O:7])[N:6]=1.N1C=CC=CC=1.[C:25](OC(=O)C)(=[O:27])[CH3:26].Cl>O>[C:25]([NH:1][C:2]1[O:3][CH:4]([CH:8]([C:10]2[C:18]3[C:13](=[CH:14][CH:15]=[CH:16][CH:17]=3)[NH:12][CH:11]=2)[CH3:9])[C:5](=[O:7])[N:6]=1)(=[O:27])[CH3:26]. Reported procedure: 2-amino-5-[1-(indol-3-yl)ethyl]-2-oxazolin-4-one (100 mg) was dissolved into pyridine (0.5 ml). Acetic anhydride (117 μl) was added. The mixture was stirred for 2 hours at 80° C. To the reaction mixture was added water. The mixture was made acidic using 4N hydrochloric acid. The whole was extracted with ethyl acetate. The extract was washed with brine and dried over magnesium sulfate. Concentration of the solution gave a residue, which was subjected to the silica gel chromatography. The eluent w... The reactants are C(C1=CC=CC=C1)OC([C@H](NC(=O)OC(C)(C)C)CC(=O)O)=O (Boc-D-Aspartic acid-1-benzyl ester), [N-]=[N+]=[N-].[Na+] (NaN3), [Na+].[Cl-] (NaCl), ClC(=O)OCC (Ethyl chloroformate). Run in O (water), C1CCOC1 (THF). Conditions: temperature -10 celsius, time 30 minute. Yields the product O=C1N([C@H](CN1)C(=O)OCC1=CC=CC=C1)C(=O)OC(C)(C)C ((R)-1-tert-butyl 5-benzyl 2-oxoimidazolidine-1,5-dicarboxylate). Isolated yield 89.0%. Reaction SMILES: [CH2:1]([O:8][C:9](=[O:23])[C@@H:10]([CH2:19]C(O)=O)[NH:11][C:12]([O:14][C:15]([CH3:18])([CH3:17])[CH3:16])=[O:13])[C:2]1[CH:7]=[CH:6][CH:5]=[CH:4][CH:3]=1.ClC([O:27][CH2:28]C)=O.[N-:30]=[N+]=[N-].[Na+].[Na+].[Cl-]>C1COCC1.O>[O:27]=[C:28]1[NH:30][CH2:19][C@H:10]([C:9]([O:8][CH2:1][C:2]2[CH:3]=[CH:4][CH:5]=[CH:6][CH:7]=2)=[O:23])[N:11]1[C:12]([O:14][C:15]([CH3:16])([CH3:17])[CH3:18])=[O:13] |f:2.3,4.5|. Procedure details: To a solution of Boc-D-Aspartic acid-1-benzyl ester (0.250 g, 0.77 mmol) taken in THF (4 mL), cooled to −10° C., Ethyl chloroformate (0.11 ml, 1.1 mmol) and TEA (0.34 ml, (2.47 mmol) was added and stirred for 30 min. NaN3 (0.25 g, 0.386 mmol) was dissolved in water (4 ml) and added portion wise to the reaction mixture maintaining the temperature at −10° C. The reaction mixture was slowly warmed to room temperature and stirred for further 2 h. After completion of reaction (by TLC), the reaction m...